Dataset: the Open Reaction Database (ORD), a public repository of structured organic reaction records. Task: describe an organic reaction: reactants, conditions, products, and yield Reactants: CSc1ccc(B(O)O)cc1, COc1c(Br)cnn(-c2ccc(F)c(Cl)c2)c1=O. Yields the product COc1c(-c2ccc(SC)cc2)cnn(-c2ccc(F)c(Cl)c2)c1=O. RXN SMILES: [CH3:19][S:20][c:21]1[cH:22][cH:23][c:24]([B:27]([OH:28])[OH:29])[cH:25][cH:26]1.[Cl:1][c:2]1[cH:3][c:4](-[n:9]2[n:10][cH:11][c:12]([Br:18])[c:13]([O:16][CH3:17])[c:14]2=[O:15])[cH:5][cH:6][c:7]1[F:8]>>[Cl:1][c:2]1[cH:3][c:4](-[n:9]2[n:10][cH:11][c:12](-[c:24]3[cH:23][cH:22][c:21]([S:20][CH3:19])[cH:26][cH:25]3)[c:13]([O:16][CH3:17])[c:14]2=[O:15])[cH:5][cH:6][c:7]1[F:8].